Dataset: the Open Reaction Database (ORD), a public repository of structured organic reaction records. Task: describe an organic reaction: reactants, conditions, products, and yield Starting materials: O=C([O-])[O-], CCOC(=O)CCCc1cn(CC(=O)OCC)c2c(C#C[Si](C)(C)C)cccc12, CCO, [K+], [K+], O. The product is C#Cc1cccc2c(CCCC(=O)OCC)cn(CC(=O)OCC)c12. Reaction SMILES: [C:33](=[O:34])([O-:35])[O-:36].[CH2:4]([CH3:5])[O:6][C:7]([CH2:8][n:9]1[cH:10][c:11]([CH2:24][CH2:25][CH2:26][C:27](=[O:28])[O:29][CH2:30][CH3:31])[c:12]2[cH:13][cH:14][cH:15][c:16]([C:18]#[C:19][Si:20]([CH3:21])([CH3:22])[CH3:23])[c:17]12)=[O:32].[CH3:1][CH2:2][OH:3].[K+:37].[K+:38].[OH2:39]>>[CH2:4]([CH3:5])[O:6][C:7]([CH2:8][n:9]1[cH:10][c:11]([CH2:24][CH2:25][CH2:26][C:27](=[O:28])[O:29][CH2:30][CH3:31])[c:12]2[cH:13][cH:14][cH:15][c:16]([C:18]#[CH:19])[c:17]12)=[O:32]. The reactants are NC=1SC2=C(N1)C=CC(=C2)OCC (2-amino-6-ethoxybenzothiazole), Br (hydrobromic acid), O (water). Run in C(C)(=O)O (acetic acid), ten. Run at temperature 150 celsius. The product is NC=1SC2=C(N1)C=CC(=C2)O (2-aminobenzothiazol-6-ol). The yield is 79.5%. Reaction SMILES: [NH2:1][C:2]1[S:3][C:4]2[CH:10]=[C:9]([O:11]CC)[CH:8]=[CH:7][C:5]=2[N:6]=1.Br.O>C(O)(=O)C>[NH2:1][C:2]1[S:3][C:4]2[CH:10]=[C:9]([OH:11])[CH:8]=[CH:7][C:5]=2[N:6]=1. Procedure details: A solution of 2-amino-6-ethoxybenzothiazole (5 g, 25.74 mmol) and of 48% hydrobromic acid in water (130 ml, 1.141 mol) in 65 ml of acetic acid is distributed in ten 20 ml microwave tubes, and then heated at 150° C. by microwave for 200 seconds. The reaction medium is concentrated. The residue is taken up in 200 ml of water, basified to pH 8 by addition of 75 ml of saturated NaHCO3 solution and extracted with ethyl acetate, washed with saturated sodium chloride solution, dried over magnesium sulf... The product is Cl.ClCC1=CC=C(C=C1)C1=CC(=C(C=C1)OC)CN(C(=O)C1=C(C2=C(S1)C=CC=C2)Cl)C2CCC(CC2)NC (3-Chloro-benzo[b]thiophene-2-carboxylic acid (4′-chloromethyl-4-methoxy-biphenyl-3-ylmethyl)-(4-methylamino-cyclohexyl)-amide hydrochloride). Reaction SMILES: [Cl:1][C:2]1[C:3]2[CH:45]=[CH:44][CH:43]=[CH:42][C:4]=2[S:5][C:6]=1[C:7]([N:9]([CH2:25][C:26]1[CH:27]=[C:28]([C:34]2[CH:39]=[CH:38][C:37]([CH2:40]O)=[CH:36][CH:35]=2)[CH:29]=[CH:30][C:31]=1[O:32][CH3:33])[CH:10]1[CH2:15][CH2:14][CH:13]([N:16](C)[C:17](=O)OC(C)(C)C)[CH2:12][CH2:11]1)=[O:8].[ClH:46]>>[ClH:1].[Cl:46][CH2:40][C:37]1[CH:36]=[CH:35][C:34]([C:28]2[CH:29]=[CH:30][C:31]([O:32][CH3:33])=[C:26]([CH2:25][N:9]([CH:10]3[CH2:11][CH2:12][CH:13]([NH:16][CH3:17])[CH2:14][CH2:15]3)[C:7]([C:6]3[S:5][C:4]4[CH:42]=[CH:43][CH:44]=[CH:45][C:3]=4[C:2]=3[Cl:1])=[O:8])[CH:27]=2)=[CH:39][CH:38]=1 |f:2.3|. Procedure: tert-Butyl carbamate 84 (10 mg, 15 μmol) is treated with HCl using Method F to afford the title compound. Reactants: ClC=1C2=C(SC1C(=O)N(C1CCC(CC1)N(C(OC(C)(C)C)=O)C)CC=1C=C(C=CC1OC)C1=CC=C(C=C1)CO)C=CC=C2 (tert-Butyl {4-[(3-chloro-benzo[b]thiophene-2-carbonyl)-(4′-hydroxymethyl-4-methoxy-biphenyl-3-ylmethyl)-amino]-cyclohexyl}-methyl-carbamate), Cl (HCl). Conditions: time 16 hour. Solvent: CN(C)C=O (DMF), CCOC(=O)C (EtOAc). The yield is 36.3%. RXN SMILES: [CH3:1][C:2]1[N:7]=[C:6]([C:8]([OH:10])=O)[CH:5]=[CH:4][C:3]=1[C:11]1[CH:19]=[C:18]([C:20]([F:23])([F:22])[F:21])[CH:17]=[C:16]2[C:12]=1[CH:13]=[N:14][NH:15]2.C1C=CC2N(O)N=NC=2C=1.C(Cl)CCl.[NH2:38][CH2:39][CH2:40][OH:41].C(N(C(C)C)C(C)C)C>CN(C=O)C.CCOC(C)=O>[OH:41][CH2:40][CH2:39][NH:38][C:8](=[O:10])[C:6]1[CH:5]=[CH:4][C:3]([C:11]2[CH:19]=[C:18]([C:20]([F:23])([F:21])[F:22])[CH:17]=[C:16]3[C:12]=2[CH:13]=[N:14][NH:15]3)=[C:2]([CH3:1])[N:7]=1. Product: OCCNC(C1=NC(=C(C=C1)C1=C2C=NNC2=CC(=C1)C(F)(F)F)C)=O (N-(2-hydroxyethyl)-6-methyl-5-(6-(trifluoromethyl)-1H-indazol-4-yl)picolinamide). The reactants are C(C)N(C(C)C)C(C)C (N-ethyl-N-isopropylpropan-2-amine), CC1=C(C=CC(=N1)C(=O)O)C1=C2C=NNC2=CC(=C1)C(F)(F)F (6-methyl-5-(6-(trifluoromethyl)-1H-indazol-4-yl)picolinic acid), C=1C=CC2=C(C1)N=NN2O (HOBt), C(CCl)Cl (EDC), NCCO (2-aminoethanol). Procedure: To 6-methyl-5-(6-(trifluoromethyl)-1H-indazol-4-yl)picolinic acid (1.6 g, 4.98 mmol) in DMF (20 mL) were added HOBt (0.942 g, 6.97 mmol), EDC (1.432 g, 7.47 mmol), 2-aminoethanol (0.913 g, 14.94 mmol), followed by N-ethyl-N-isopropylpropan-2-amine (4.34 mL, 24.90 mmol). The reaction mixture was stirred for 16 hours at room temperature, was subsequently diluted with EtOAc and was washed with brine. Volatiles were evaporated from the organic phase and the residue was purified by CombiFlash® chroma... Reaction SMILES: [N:1]1[C:5]2[CH:6]=[CH:7][C:8]([C:10]([NH:12][NH2:13])=[O:11])=[CH:9][C:4]=2[NH:3][CH:2]=1.CO[C:16]1[C:21]([O:22][CH3:23])=[CH:20][CH:19]=[CH:18][C:17]=1[CH2:24][CH2:25][C:26](Cl)=O.[O:29]=P(Cl)(Cl)Cl>>[O:29]1[C:20]2[CH:19]=[CH:18][C:17]([CH2:24][CH2:25][C:26]3[O:11][C:10]([C:8]4[CH:7]=[CH:6][C:5]5[NH:1][CH:2]=[N:3][C:4]=5[CH:9]=4)=[N:12][N:13]=3)=[CH:16][C:21]=2[O:22][CH2:23]1. Procedure: The compound was synthesized starting from benzimidazol-5-carbohydrazide (176 mg, 1 mmol), TEA (0.153 ml; 1.1 mmol), 2,3-dimethoxyphenylpropionylchloride (228 mg, 1.1 mmol) and POCl3 (0.5 ml; 5.5 mmol) as described in method 1; yield: 0.016 mg (4.6%); MS m/z: 351.3 [M+H]+; 1H-NMR (DMSO d6, 400 MHz): δ 3.06-3.10 (m, 2H); 3.17-3.21 (m, 2H); 3.73 (s, 3H); 3.79 (s, 3H); 6.82-6.84 (m, 1H); 6.90-6.92 (m, 1H); 6.95-6.99 (m, 1H); 7.75-7.77 (m, 1H); 7.80-7.82 (m, 1H); 8.14 (br s, 1H); 8.41 (s, 1H); HPLC ... The product is O1COC2=C1C=CC(=C2)CCC2=NN=C(O2)C2=CC1=C(NC=N1)C=C2 (5-(5-(2-(Benzo[d][1,3]dioxol-5-yl)ethyl)-1,3,4-oxadiazol-2-yl)-1H-benzo[d]imidazole). The reactants are N1=CNC2=C1C=CC(=C2)C(=O)NN (benzimidazol-5-carbohydrazide), O=P(Cl)(Cl)Cl (POCl3), TEA, COC1=C(C=CC=C1OC)CCC(=O)Cl (2,3-dimethoxyphenylpropionylchloride). Product: BrC=1C(=NC=CC1)OC1=CC=C(C=C1)NC1=NC=CC=C1 (N-(4-(3-bromopyridin-2-yloxy)phenyl)pyridin-2-amine). RXN SMILES: [Br:1][C:2]1[C:3](Cl)=[N:4][CH:5]=[CH:6][CH:7]=1.[N:9]1[CH:14]=[CH:13][CH:12]=[CH:11][C:10]=1[NH:15][C:16]1[CH:21]=[CH:20][C:19]([OH:22])=[CH:18][CH:17]=1.C(=O)([O-])[O-].[Cs+].[Cs+]>CS(C)=O.O>[Br:1][C:2]1[C:3]([O:22][C:19]2[CH:18]=[CH:17][C:16]([NH:15][C:10]3[CH:11]=[CH:12][CH:13]=[CH:14][N:9]=3)=[CH:21][CH:20]=2)=[N:4][CH:5]=[CH:6][CH:7]=1 |f:2.3.4|. Procedure details: To a 50 mL round-bottomed flask was added 3-bromo-2-chloropyridine (4.1292 g, 21.46 mmol), 4-(pyridin-2-ylamino)phenol (4.7912 g, 25.75 mmol), and cesium carbonate (2.082 mL, 25.75 mmol) in dimethyl sulfoxide at 80° C. to stir. Reaction was monitored by LCMS to completion. The reaction mixture was diluted with water (15 mL) and extracted with DCM (3×10 mL). The organic extract was washed with water (2×10 mL), satd sodium chloride solution (2×10 mL), dried with magnesium sulfalte, filtered, and c... Run in CS(=O)C (dimethyl sulfoxide), O (water). Starting materials: BrC=1C(=NC=CC1)Cl (3-bromo-2-chloropyridine), N1=C(C=CC=C1)NC1=CC=C(C=C1)O (4-(pyridin-2-ylamino)phenol), C([O-])([O-])=O.[Cs+].[Cs+] (cesium carbonate).